From a dataset of the Open Reaction Database (ORD), a public repository of structured organic reaction records. describe an organic reaction: reactants, conditions, products, and yield Reactants: COC(=O)C(CCn1nccn1)NC(=O)OC(C)(C)C, CO, [Na+], [OH-]. Product: CC(C)(C)OC(=O)NC(CCn1nccn1)C(=O)O. RXN SMILES: [CH3:1][O:2][C:3]([CH:4]([CH2:5][CH2:6][n:7]1[n:8][cH:9][cH:10][n:11]1)[NH:12][C:13](=[O:14])[O:15][C:16]([CH3:17])([CH3:18])[CH3:19])=[O:20].[CH3:23][OH:24].[Na+:22].[OH-:21]>>[O:2]=[C:3]([CH:4]([CH2:5][CH2:6][n:7]1[n:8][cH:9][cH:10][n:11]1)[NH:12][C:13](=[O:14])[O:15][C:16]([CH3:17])([CH3:18])[CH3:19])[OH:20]. Starting materials: CCOC(=O)C(C)N(C)c1ccc(C(O)(C(F)(F)F)C(F)(F)F)cc1, CCOC(=O)CN(C)c1ccc(C(O)(C(F)(F)F)C(F)(F)F)cc1. Yields the product CC(CO)N(C)c1ccc(C(O)(C(F)(F)F)C(F)(F)F)cc1. As a reaction SMILES: [CH3:1][N:2]([CH:3]([CH3:4])[C:5](=[O:6])[O:7][CH2:8][CH3:9])[c:10]1[cH:11][cH:12][c:13]([C:16]([C:17]([F:18])([F:19])[F:20])([C:21]([F:22])([F:23])[F:24])[OH:25])[cH:14][cH:15]1.[CH3:26][N:27]([c:28]1[cH:29][cH:30][c:31]([C:32]([OH:33])([C:34]([F:35])([F:36])[F:37])[C:38]([F:39])([F:40])[F:41])[cH:42][cH:43]1)[CH2:44][C:45]([O:46][CH2:47][CH3:48])=[O:49]>>[CH3:1][N:2]([CH:3]([CH3:4])[CH2:5][OH:6])[c:10]1[cH:11][cH:12][c:13]([C:16]([C:17]([F:18])([F:19])[F:20])([C:21]([F:22])([F:23])[F:24])[OH:25])[cH:14][cH:15]1.